This data is from the Open Reaction Database (ORD), a public repository of structured organic reaction records. The task is: describe an organic reaction: reactants, conditions, products, and yield Reactants: C(C)OCC (ethyl ether), C1(CCCCC1)CCCC(=O)O (4-cyclohexylbutyric acid), CS(=O)(=O)OC1=CC2=CC=C(C=C2C=C1)C(N)=N (6-amidino-2-naphthol methanesulfonate), C1CCC(CC1)N=C=NC2CCCCC2 (DCC). The solvent is N1=CC=CC=C1 (pyridine). Run at time 30 minute. Yields the product C1(CCCCC1)CCCC(=O)OC1=CC2=CC=C(C=C2C=C1)C(N)=N (6-amidino-2-naphthyl 4-cyclohexylbutyrate). The yield is 53.7%. RXN SMILES: [CH:1]1([CH2:7][CH2:8][CH2:9][C:10]([OH:12])=[O:11])[CH2:6][CH2:5][CH2:4][CH2:3][CH2:2]1.C1CCC(N=C=NC2CCCCC2)CC1.CS(O[C:33]1[CH:42]=[CH:41][C:40]2[C:35](=[CH:36][CH:37]=[C:38]([C:43](=[NH:45])[NH2:44])[CH:39]=2)[CH:34]=1)(=O)=O.C(OCC)C>N1C=CC=CC=1>[CH:1]1([CH2:7][CH2:8][CH2:9][C:10]([O:12][C:33]2[CH:42]=[CH:41][C:40]3[C:35](=[CH:36][CH:37]=[C:38]([C:43](=[NH:44])[NH2:45])[CH:39]=3)[CH:34]=2)=[O:11])[CH2:6][CH2:5][CH2:4][CH2:3][CH2:2]1. Procedure details: To a solution of 3.0 g of 4-cyclohexylbutyric acid in 50 ml of anhydrous pyridine, while being cooled in ice and stirred, was added 4.4 g of DCC. After 30 minutes, 5.0 g of 6-amidino-2-naphthol methanesulfonate was added to the mixture, and the mixture was stirred for 24 hours at room temeprature. The precipitate which was formed upon addition of ethyl ether was collected by filtration, admixed with dimethylformamide. Ethyl ether was added to the filtrate, and the precipitate was collected by fi... RXN SMILES: [CH3:1][C:2]1[CH:6]=[C:5]([C:7]([O:9][CH2:10][CH3:11])=[O:8])[NH:4][C:3]=1[C:12]([O:14][CH2:15][CH3:16])=[O:13].[H-].[Na+].[CH3:19]CCCCC.CI.CCOCC>CN(C)C=O.O>[CH3:19][N:4]1[C:5]([C:7]([O:9][CH2:10][CH3:11])=[O:8])=[CH:6][C:2]([CH3:1])=[C:3]1[C:12]([O:14][CH2:15][CH3:16])=[O:13] |f:1.2.3|. The product is CN1C(=C(C=C1C(=O)OCC)C)C(=O)OCC (diethyl 1,3-dimethylpyrrole-2,5-dicarboxylate). The solvent is CN(C=O)C (N,N-dimethylformamide), O (water), CN(C=O)C (N,N-dimethylformamide). Reactants: [H-].[Na+].CCCCCC ((hexane) sodium hydride), CC1=C(NC(=C1)C(=O)OCC)C(=O)OCC (diethyl 3-methylpyrrole-2,5-dicarboxylate), CI (methyl iodide), ice, CCOCC (ether). Procedure: The diethyl 3-methylpyrrole-2,5-dicarboxylate obtained in Step A was taken up in dried N,N-dimethylformamide (100 ml) and added dropwise over 10 minutes, under nitrogen to an ice-cooled suspension of washed (hexane) sodium hydride (from 16.2 g, 0.41 m of 60% sodium hydride in mineral oil dispersion) in dried N,N-dimethylformamide (400 ml). The resulting mixture was then stirred without cooling for 1 hour, recooled in an ice-bath and treated dropwise over ca. 15 minutes with methyl iodide (30.3 m... The reactants are BrCC=1C=C(CN2C(=CC(=C2I)C=O)C(=O)OC)C=CC1 (Methyl 1-(3-(bromomethyl)benzyl)-4-formyl-5-iodo-1H-pyrrole-2-carboxylate), C(=O)([O-])[O-].[K+].[K+] (K2CO3). Run in CO (MeOH). The product is N1C(=CC=C1)C(=O)OC (Methyl 1H-pyrrole-2-carboxylate). Isolated yield 93.3%. Reaction SMILES: BrCC1C=C(C=CC=1)C[N:7]1[C:11](I)=[C:10](C=O)[CH:9]=[C:8]1[C:15]([O:17][CH3:18])=[O:16].C([O-])([O-])=O.[K+].[K+]>CO>[NH:7]1[CH:11]=[CH:10][CH:9]=[C:8]1[C:15]([O:17][CH3:18])=[O:16] |f:1.2.3|. Reported procedure: To a stirred solution of 2-(trichloroacetyl)pyrrole (1) (10.00 g, 47.1 mmol) in MeOH (20 mL) was added K2CO3 (8.44 g, 61.2 mmol). The resulting mixture was stirred under reflux for 3 hours, cooled to room temperature and filtered. The filtrate was concentrated in vacuo to give 2 as a dark brown solid (5.50 g, 93%). 1H NMR (400 MHz, CDCl3) δ 9.49 (brs, 1H), 6.92-6.96 (m, 2H), 6.26 (m, 1H), and 3.86 (s, 3H); 13C NMR (100 MHz, CDCl3) δ 162.05, 123.33, 122.79, 115.56, 110.66, and 51.72. The reactants are CN(C(=O)C1=CC=CC=2C(C(=C(OC21)C2=CC=CC=C2)C)=O)CCCl (8-(N-methyl-2-chloro-ethylcarbamoyl)-3-methyl-4-oxo-2-phenyl-4H-1-benzopyran), COC1=C(C=CC=C1)N1CCNCC1 (1-(2-methoxyphenyl)-piperazine), C([O-])([O-])=O.[K+].[K+] (potassium carbonate), [I-].[K+] (potassium iodide). The solvent is CN(C=O)C (dimethylformamide). Conditions: temperature 100 celsius, time 6 hour. Product: Cl.CN(C(=O)C1=CC=CC=2C(C(=C(OC21)C2=CC=CC=C2)C)=O)CCN2CCN(CC2)C2=C(C=CC=C2)OC (8-{N-methyl-2-[4-(2-methoxyphenyl)-1-piperazinyl]-ethylcarbamoyl}-3-methyl-4-oxo-2-phenyl-4H-1-benzopyran monohydrochloride). Yield: 78.4%. RXN SMILES: [CH3:1][N:2]([CH2:23][CH2:24][Cl:25])[C:3]([C:5]1[C:14]2[O:13][C:12]([C:15]3[CH:20]=[CH:19][CH:18]=[CH:17][CH:16]=3)=[C:11]([CH3:21])[C:10](=[O:22])[C:9]=2[CH:8]=[CH:7][CH:6]=1)=[O:4].[CH3:26][O:27][C:28]1[CH:33]=[CH:32][CH:31]=[CH:30][C:29]=1[N:34]1[CH2:39][CH2:38][NH:37][CH2:36][CH2:35]1.C(=O)([O-])[O-].[K+].[K+].[I-].[K+]>CN(C)C=O>[ClH:25].[CH3:1][N:2]([CH2:23][CH2:24][N:37]1[CH2:36][CH2:35][N:34]([C:29]2[CH:30]=[CH:31][CH:32]=[CH:33][C:28]=2[O:27][CH3:26])[CH2:39][CH2:38]1)[C:3]([C:5]1[C:14]2[O:13][C:12]([C:15]3[CH:20]=[CH:19][CH:18]=[CH:17][CH:16]=3)=[C:11]([CH3:21])[C:10](=[O:22])[C:9]=2[CH:8]=[CH:7][CH:6]=1)=[O:4] |f:2.3.4,5.6,8.9|. Reported procedure: A mixture of 3.56 g of Intermediate XV, 2.35 g of 1-(2-methoxyphenyl)-piperazine, 2.76 g of anhydrous potassium carbonate and 1.66 g of potassium iodide in 25 ml of dimethylformamide was stirred at 100° C. for 6 hours. After cooling, the solvent was removed in vacuo and the residue was taken up in 50 ml of water, stirred for 1 hour at room temperature, collected by filtration, washed with water and crystallized from 95% ethanol in the presence of a small amount of activated charcoal (for decolor... The reactants are CCOC(C)=O, Cc1cc(F)c([N+](=O)[O-])c(NC2CCN(C3CCOCC3)CC2)c1. Yields the product Cc1cc(F)c(N)c(NC2CCN(C3CCOCC3)CC2)c1. As a reaction SMILES: [CH3:25][CH2:26][O:27][C:28](=[O:29])[CH3:30].[F:1][c:2]1[c:3]([N+:22]([O-:23])=[O:24])[c:4]([NH:9][CH:10]2[CH2:11][CH2:12][N:13]([CH:16]3[CH2:17][CH2:18][O:19][CH2:20][CH2:21]3)[CH2:14][CH2:15]2)[cH:5][c:6]([CH3:8])[cH:7]1>>[F:1][c:2]1[c:3]([NH2:22])[c:4]([NH:9][CH:10]2[CH2:11][CH2:12][N:13]([CH:16]3[CH2:17][CH2:18][O:19][CH2:20][CH2:21]3)[CH2:14][CH2:15]2)[cH:5][c:6]([CH3:8])[cH:7]1. Starting materials: FC1=CC=C2C(=NN(C2=C1)C)C=1N=C2C(=NC1)N(C=C2C(=O)NC(C)[C@@H]2C[C@H](C2)OS(=O)(=O)C)COCC[Si](C)(C)C (methanesulfonic acid trans-3-(1-{[2-(6-fluoro-1-methyl-1H-indazol-3-yl)-5-(2-trimethylsilanyl-ethoxymethyl)-5H-pyrrolo[2,3-b]pyrazine-7-carbonyl]-amino}-ethyl)-cyclobutyl ester), [C-]#N.[K+] (potassium cyanide), C1COCCOCCOCCOCCOCCO1 (18-crown-6). The solvent is CS(=O)C (DMSO). Run at temperature 100 celsius. Yields the product C(#N)[C@H]1C[C@H](C1)C(C)NC(=O)C1=CN(C2=NC=C(N=C21)C2=NN(C1=CC(=CC=C21)F)C)COCC[Si](C)(C)C (2-(6-fluoro-1-methyl-1H-indazol-3-yl)-5-(2-trimethylsilanyl-ethoxymethyl)-5H-pyrrolo[2,3-b]pyrazine-7-carboxylic acid [1-(cis-3-cyano-cyclobutyl)-ethyl]-amide). Isolated yield 38.8%. Reaction SMILES: [F:1][C:2]1[CH:10]=[C:9]2[C:5]([C:6]([C:12]3[N:13]=[C:14]4[C:20]([C:21]([NH:23][CH:24]([C@H:26]5[CH2:29][C@H:28](OS(C)(=O)=O)[CH2:27]5)[CH3:25])=[O:22])=[CH:19][N:18]([CH2:35][O:36][CH2:37][CH2:38][Si:39]([CH3:42])([CH3:41])[CH3:40])[C:15]4=[N:16][CH:17]=3)=[N:7][N:8]2[CH3:11])=[CH:4][CH:3]=1.[C-:43]#[N:44].[K+].C1OCCOCCOCCOCCOCCOC1>CS(C)=O>[C:43]([C@@H:28]1[CH2:29][C@H:26]([CH:24]([NH:23][C:21]([C:20]2[C:14]3[C:15](=[N:16][CH:17]=[C:12]([C:6]4[C:5]5[C:9](=[CH:10][C:2]([F:1])=[CH:3][CH:4]=5)[N:8]([CH3:11])[N:7]=4)[N:13]=3)[N:18]([CH2:35][O:36][CH2:37][CH2:38][Si:39]([CH3:42])([CH3:40])[CH3:41])[CH:19]=2)=[O:22])[CH3:25])[CH2:27]1)#[N:44] |f:1.2|. Reported procedure: To a solution of methanesulfonic acid trans-3-(1-{[2-(6-fluoro-1-methyl-1H-indazol-3-yl)-5-(2-trimethylsilanyl-ethoxymethyl)-5H-pyrrolo[2,3-b]pyrazine-7-carbonyl]-amino}-ethyl)-cyclobutyl ester (crude from step 1, 97 mg, 0.16 mmol) in DMSO (1.5 mL) at room temperature was added potassium cyanide (41 mg, 0.63 mmol) and 18-crown-6 (8 mg, 0.03 mmol). The reaction mixture was heated at 100° C. overnight then cooled to room temperature, quenched with water, and extracted with EtOAc (3×). The combined...